This data is from the Open Reaction Database (ORD), a public repository of structured organic reaction records. The task is: describe an organic reaction: reactants, conditions, products, and yield Starting materials: C(C1=CC=CC=C1)O[C@@H]([C@H](N)C(=O)N[C@@H](C(C)C)C(=O)N[C@@H](CC(C)C)C(=O)OCC1=CC=CC=C1)C (benzyl O-benzylthreonylvalylleucinate), material, C(C)O (ethanol), benzyl ester. The reagents and catalysts are [Pd] (palladium on charcoal). Solvent: C(C)(=O)O (acetic acid). Reaction conditions: time 4 hour. The product is peptide, N[C@@H]([C@H](O)C)C(=O)N[C@@H](C(C)C)C(=O)N[C@@H](CC(C)C)C(=O)O (threonylvalylleucine). Yield: 85.0%. Reaction SMILES: C([O:8][C@H:9]([CH3:37])[C@@H:10]([C:12]([NH:14][C@H:15]([C:19]([NH:21][C@H:22]([C:27]([O:29]CC1C=CC=CC=1)=[O:28])[CH2:23][CH:24]([CH3:26])[CH3:25])=[O:20])[CH:16]([CH3:18])[CH3:17])=[O:13])[NH2:11])C1C=CC=CC=1.C(O)C>[Pd].C(O)(=O)C>[NH2:11][C@H:10]([C:12]([NH:14][C@H:15]([C:19]([NH:21][C@H:22]([C:27]([OH:29])=[O:28])[CH2:23][CH:24]([CH3:26])[CH3:25])=[O:20])[CH:16]([CH3:18])[CH3:17])=[O:13])[C@@H:9]([CH3:37])[OH:8]. Procedure details: One gram of benzyl O-benzylthreonylvalylleucinate hydrochloride is neutralized to provide benzyl O-benzylthreonylvalylleucinate. A hydrogenolysis mixture is prepared containing the benzyl O-benzylthreonylvalylleucinate, 0.5 grams of 10 percent palladium on charcoal per 0.01 mole of the material to be hydrogenated, and absolute ethanol. To the mixture is added 1.1 mole equivalents of acetic acid based on the benzyl ester. The mixture is hydrogenated for 4 hours. The catalyst is removed by filtrat... Starting materials: C1(CCCC1)NC=1C=C(C=C2C=C(NC12)C=1SC[C@H](N1)CO)CN1C(C2=CC=CC=C2C1=O)=O (2-[7-Cyclopentylamino-2((R)-4-hydroxymethyl-4,5-dihydro-thiazol-2-yl)-1H -indol-5-ylmethyl]-isoindol-1,3-dione), O.NN (Hydrazine hydrate). Run in C(C)O (ethanol). Reaction conditions: temperature 80 celsius, time 3 hour. Yields the product NCC=1C=C2C=C(NC2=C(C1)NC1CCCC1)C=1SC[C@H](N1)CO ([(R)-2-(5-aminomethyl-7-cyclopentylamino-1H-indol-2-yl)-4,5-dihydro-thiazol-4-yl]-methanol). Yield: 29.0%. Reaction SMILES: [CH:1]1([NH:6][C:7]2[CH:8]=[C:9]([CH2:23][N:24]3C(=O)C4C(=CC=CC=4)C3=O)[CH:10]=[C:11]3[C:15]=2[NH:14][C:13]([C:16]2[S:17][CH2:18][C@@H:19]([CH2:21][OH:22])[N:20]=2)=[CH:12]3)[CH2:5][CH2:4][CH2:3][CH2:2]1.O.NN>C(O)C>[NH2:24][CH2:23][C:9]1[CH:10]=[C:11]2[C:15](=[C:7]([NH:6][CH:1]3[CH2:5][CH2:4][CH2:3][CH2:2]3)[CH:8]=1)[NH:14][C:13]([C:16]1[S:17][CH2:18][C@@H:19]([CH2:21][OH:22])[N:20]=1)=[CH:12]2 |f:1.2|. Procedure details: 2-[7-Cyclopentylamino-2((R)-4-hydroxymethyl-4,5-dihydro-thiazol-2-yl)-1H -indol-5-ylmethyl]-isoindol-1,3-dione (27 mg, 0.07 mmol) prepared in Example 64 was dissolved in ethanol (3 mL). Hydrazine hydrate (0.6 mL, 0.11 mmol) was added thereto, and the mixture was stirred for 3 h at 80° C. After completion of the reaction, the reaction mixture was distilled under reduced pressure, and purified by column chromatography to give the title compound (7 mg, Yield 37%). The reactants are CC1CNCCC1OC(C(C)(C)C)=O (2,2-Dimethyl-propionic acid (3RS,4RS)-3-methyl-piperidin-4-yl ester), C(C1=CC=CC=C1)(=O)C(C(C(=O)[O-])(O)C(C1=CC=CC=C1)=O)(O)C(=O)[O-] ((−)-dibenzoyltartrate). Run in C(C)(=O)OCC (ethyl acetate), C(C)(=O)OCC (ethyl acetate). Product: C(C1=CC=CC=C1)(=O)C(C(C(=O)O)(O)C(C1=CC=CC=C1)=O)(O)C(=O)O.C[C@H]1CNCC[C@@H]1OC(C(C)(C)C)=O (2,2-Dimethyl-propionic acid (3S,4S)-3-methyl-piperidin-4-yl ester (−)-dibenzoyltartrate). As a reaction SMILES: [CH3:1][CH:2]1[CH:7]([O:8][C:9](=[O:14])[C:10]([CH3:13])([CH3:12])[CH3:11])[CH2:6][CH2:5][NH:4][CH2:3]1.[C:15]([C:23]([C:38]([O-:40])=[O:39])([OH:37])[C:24]([C:29](=[O:36])[C:30]1[CH:35]=[CH:34][CH:33]=[CH:32][CH:31]=1)([OH:28])[C:25]([O-:27])=[O:26])(=[O:22])[C:16]1[CH:21]=[CH:20][CH:19]=[CH:18][CH:17]=1>C(OCC)(=O)C>[C:29]([C:24]([C:25]([OH:27])=[O:26])([OH:28])[C:23]([C:15](=[O:22])[C:16]1[CH:21]=[CH:20][CH:19]=[CH:18][CH:17]=1)([OH:37])[C:38]([OH:40])=[O:39])(=[O:36])[C:30]1[CH:35]=[CH:34][CH:33]=[CH:32][CH:31]=1.[CH3:1][C@@H:2]1[C@@H:7]([O:8][C:9](=[O:14])[C:10]([CH3:13])([CH3:12])[CH3:11])[CH2:6][CH2:5][NH:4][CH2:3]1 |f:3.4|. Procedure details: 2,2-Dimethyl-propionic acid (3RS,4RS)-3-methyl-piperidin-4-yl ester (5) (9.6 g, 48 mmol) is dissolved in 50 ml of ethyl acetate. A solution of (−)-dibenzoyltartrate (8.6 g, 24 mmol) in ethyl acetate is added drop wise. The precipitate is filtrated off and washed with cold ethyl acetate to yield colourless crystals. Starting materials: [H-].[Al+3].[Li+].[H-].[H-].[H-] (lithium aluminum hydride), FC=1C=C(CC2(C=3N(CCC2)C(=NN3)C3=CC(=C(C=C3)C3=CN=C(O3)C)OC)C(C)=O)C=CC1F (1-{8-(3,4-difluorobenzyl)-3-[3-methoxy-4-(2-methyl-1,3-oxazol-5-yl)phenyl]-5,6,7,8-tetrahydro[1,2,4]triazolo[4,3-a]pyridin-8-yl}ethanone), O.O.O.O.O.O.O.O.O.O.S(=O)(=O)([O-])[O-].[Na+].[Na+] (sodium sulfate decahydrate). Run in C1CCOC1 (THF), C1CCOC1 (THF). Reaction conditions: time 10 minute. The product is FC=1C=C(CC2(C=3N(CCC2)C(=NN3)C3=CC(=C(C=C3)C3=CN=C(O3)C)OC)C(C)O)C=CC1F (1-{8-(3,4-difluorobenzyl)-3-[3-methoxy-4-(2-methyl-1,3-oxazol-5-yl)phenyl]-5,6,7,8-tetrahydro[1,2,4]triazolo[4,3-a]pyridin-8-yl}ethanol). The yield is 71.9%. Reaction SMILES: [F:1][C:2]1[CH:3]=[C:4]([CH:32]=[CH:33][C:34]=1[F:35])[CH2:5][C:6]1([C:29](=[O:31])[CH3:30])[CH2:11][CH2:10][CH2:9][N:8]2[C:12]([C:15]3[CH:20]=[CH:19][C:18]([C:21]4[O:25][C:24]([CH3:26])=[N:23][CH:22]=4)=[C:17]([O:27][CH3:28])[CH:16]=3)=[N:13][N:14]=[C:7]12.[H-].[Al+3].[Li+].[H-].[H-].[H-].O.O.O.O.O.O.O.O.O.O.S([O-])([O-])(=O)=O.[Na+].[Na+]>C1COCC1>[F:1][C:2]1[CH:3]=[C:4]([CH:32]=[CH:33][C:34]=1[F:35])[CH2:5][C:6]1([CH:29]([OH:31])[CH3:30])[CH2:11][CH2:10][CH2:9][N:8]2[C:12]([C:15]3[CH:20]=[CH:19][C:18]([C:21]4[O:25][C:24]([CH3:26])=[N:23][CH:22]=4)=[C:17]([O:27][CH3:28])[CH:16]=3)=[N:13][N:14]=[C:7]12 |f:1.2.3.4.5.6,7.8.9.10.11.12.13.14.15.16.17.18.19|. Reported procedure: A suspension of 1-{8-(3,4-difluorobenzyl)-3-[3-methoxy-4-(2-methyl-1,3-oxazol-5-yl)phenyl]-5,6,7,8-tetrahydro[1,2,4]triazolo[4,3-a]pyridin-8-yl}ethanone (85.0 mg) in THF (1 mL) was added to a suspension of lithium aluminum hydride (13.5 mg) in THF (1 mL) under ice-cooling. The reaction mixture was stirred for 10 min under ice-cooling, and sodium sulfate decahydrate (140 mg) was added under ice-cooling. The reaction mixture was stirred at room temperature for 1 hr and filtered, and the solvent wa... Reported procedure: Following the procedure described in Example 4, using 3,4-dihydro-2H-naphthalen-1-one (2.90 g, 20 mmoL) and 4-methoxy-phenylhydrazine HCl salt as the starting material, the title compound was prepared as a brown solid. As a reaction SMILES: [C:1]1(=O)[C:10]2[C:5](=[CH:6][CH:7]=[CH:8][CH:9]=2)[CH2:4][CH2:3][CH2:2]1.Cl.[CH3:13][O:14][C:15]1[CH:20]=[CH:19][C:18]([NH:21]N)=[CH:17][CH:16]=1>>[CH3:13][O:14][C:15]1[CH:16]=[C:17]2[C:18](=[CH:19][CH:20]=1)[NH:21][C:1]1[C:10]3[CH:9]=[CH:8][CH:7]=[CH:6][C:5]=3[CH2:4][CH2:3][C:2]2=1 |f:1.2|. Reactants: C1(CCCC2=CC=CC=C12)=O (3,4-dihydro-2H-naphthalen-1-one), Cl.COC1=CC=C(C=C1)NN (4-methoxy-phenylhydrazine HCl salt). Product: COC=1C=C2C=3CCC4=C(C3NC2=CC1)C=CC=C4 (8-Methoxy-5,11-dihydro-6H-benzo[a]carbazole).